describe an organic reaction: reactants, conditions, products, and yield From a dataset of the Open Reaction Database (ORD), a public repository of structured organic reaction records. Starting materials: OC1=CC=C2CCC(OC2=C1)=O (7-hydroxychroman-2-one), BrN1C(CCC1=O)=O (N-bromosuccinimide). Solvent: C(C)#N (acetonitrile). Conditions: time 10 minute. Product: BrC=1C=C2CCC(OC2=CC1O)=O (6-bromo-7-hydroxychroman-2-one). Isolated yield 54.9%. Reaction SMILES: [OH:1][C:2]1[CH:11]=[C:10]2[C:5]([CH2:6][CH2:7][C:8](=[O:12])[O:9]2)=[CH:4][CH:3]=1.[Br:13]N1C(=O)CCC1=O>C(#N)C>[Br:13][C:3]1[CH:4]=[C:5]2[C:10](=[CH:11][C:2]=1[OH:1])[O:9][C:8](=[O:12])[CH2:7][CH2:6]2. Reported procedure: A solution of Intermediate 1 (20 g) in acetonitrile (50 ml) was added with N-bromosuccinimide (20 g, WAKO) under ice cooling, and stirred for 10 minutes under ice cooling, and then stirred at room temperature for 1 hour. The reaction mixture was concentrated under reduced pressure, and then recrystallized from acetonitrile to obtain the title compound (15 g). The reactants are aqueous solution, Cl (hydrochloric acid), C(C)(C)(C)[SiH2]OC(C=1C=CC=2N(C1)C(=C(N2)C)C=2C(NC(C2C2=CNC1=CC=CC=C21)=O)=O)(C2=CC=CC=C2)C2=CC=CC=C2 (3-[6-(tert-butyl-diphenyl-silanyloxymethyl)-2-methyl-imidazo[1,2-a]pyridin-3-yl]-4-(1H-indol-3-yl)-pyrrole-2,5-dione). Reaction conditions: temperature 45 celsius, time 24 hour. The product is OCC=1C=CC=2N(C1)C(=C(N2)C)C=2C(NC(C2C2=CNC1=CC=CC=C21)=O)=O (3-(6-Hydroxymethyl-2-methyl-imidazo[1,2-a]pyridin-3-yl)-4-(1H-indol-3-yl)-pyrrole-2,5-dione). Isolated yield 83.3%. RXN SMILES: Cl.C([SiH2][O:7][C:8](C1C=CC=CC=1)(C1C=CC=CC=1)[C:9]1[CH:10]=[CH:11][C:12]2[N:13]([C:15]([C:19]3[C:20](=[O:34])[NH:21][C:22](=[O:33])[C:23]=3[C:24]3[C:32]4[C:27](=[CH:28][CH:29]=[CH:30][CH:31]=4)[NH:26][CH:25]=3)=[C:16]([CH3:18])[N:17]=2)[CH:14]=1)(C)(C)C>>[OH:7][CH2:8][C:9]1[CH:10]=[CH:11][C:12]2[N:13]([C:15]([C:19]3[C:20](=[O:34])[NH:21][C:22](=[O:33])[C:23]=3[C:24]3[C:32]4[C:27](=[CH:28][CH:29]=[CH:30][CH:31]=4)[NH:26][CH:25]=3)=[C:16]([CH3:18])[N:17]=2)[CH:14]=1. Procedure: A 4 M aqueous solution of hydrochloric acid (5.0 ml) is added to 3-[6-(tert-butyl-diphenyl-silanyloxymethyl)-2-methyl-imidazo[1,2-a]pyridin-3-yl]-4-(1H-indol-3-yl)-pyrrole-2,5-dione (180 mg, 0.29 mmol). The reaction mixture is stirred for 24 hours at 45° C. After removal of volatiles in vacuo, purification via flash chromatography (CH2Cl2/MeOH 95:5) affords the title compound (90 mg, 82%). 1H NMR (400 MHz, d6-DMSO): δ=11.94 (s, 1H), 11.08 (s, 1H), 8.05 (s, 1H), 7.91 (s, 1H), 7.40 (d, J=9.0 Hz, 1... The reactants are O1CCOC12CCC(CC2)N2N=C(C=1C2=NC=NC1N)I (1-(1,4-dioxaspiro[4.5]dec-8-yl)-3-iodo-1H-pyrazolo[3,4-d]pyrimidin-4-ylamine), O1CCOC12CCC(CC2)N2N=C(C=1C2=NC=NC1N)I (1-(1,4-dioxaspiro[4.5]dec-8-yl)-3-iodo-1H-pyrazolo[3,4-d]pyrimidin-4-ylamine), Cl (HCl). Run in CC(=O)C (acetone). Conditions: temperature 0 celsius, time 18 hour. Yields the product NC1=C2C(=NC=N1)N(N=C2I)C2CCC(CC2)=O (4-(4-amino-3-iodo-1H-pyrazolo[3,4-d]pyrimidin-1-yl)-1-cyclohexanone). The yield is 100.3%. RXN SMILES: O1[C:5]2([CH2:10][CH2:9][CH:8]([N:11]3[C:15]4=[N:16][CH:17]=[N:18][C:19]([NH2:20])=[C:14]4[C:13]([I:21])=[N:12]3)[CH2:7][CH2:6]2)[O:4]CC1.Cl>CC(C)=O>[NH2:20][C:19]1[N:18]=[CH:17][N:16]=[C:15]2[N:11]([CH:8]3[CH2:7][CH2:6][C:5](=[O:4])[CH2:10][CH2:9]3)[N:12]=[C:13]([I:21])[C:14]=12. Procedure: 1-(1,4-dioxaspiro[4.5]dec-8-yl)-3-iodo-1H-pyrazolo[3,4-d]pyrimidin-4-ylamine (intermediate N) (13.12 g, 32.7 mmol) was suspended in acetone (240 mL) and the mixture was cooled to 0° C. Added aqueous 5 N HCl (200 mL) dropwise, keeping the temperature less than 4° C. during the addition. After the addition was complete the mixture was allowed to come to ambient temperature and stirred for 18 hours. The remaining solid was removed by filtration, and the filtrate was neutralized with saturated aqueo...